From a dataset of the Open Reaction Database (ORD), a public repository of structured organic reaction records. describe an organic reaction: reactants, conditions, products, and yield Starting materials: S(=S)(=O)([O-])[O-].[Na+].[Na+] (sodium thiosulfate), BrC1=CC=C(C=C)C=C1 (4-bromostyrene), [NH+]1(CCOCC1)[O-] (morpholine N-oxide), solution. Reagents/catalysts: O=[Os](=O)(=O)=O (OsO4), O=[Os](=O)(=O)=O (OsO4). Solvent: CC(=O)C (acetone), O (H2O), O (H2O). Reaction conditions: time 1 hour. The product is BrC1=CC=C(C=C1)C(CO)O (1-(4-Bromo-phenyl)-ethane-1,2-diol). Reaction SMILES: [Br:1][C:2]1[CH:9]=[CH:8][C:5](C=C)=[CH:4][CH:3]=1.[NH+]1([O-])[CH2:15][CH2:14][O:13]CC1.S([O-])([O-])(=[O:19])=S.[Na+].[Na+]>CC(C)=O.O.O=[Os](=O)(=O)=O>[Br:1][C:2]1[CH:9]=[CH:8][C:5]([CH:14]([OH:13])[CH2:15][OH:19])=[CH:4][CH:3]=1 |f:2.3.4|. Procedure: To 4-bromostyrene (Compound [LXI], 366 mg, 2 mmol, 1 eq.) in acetone (10 mL) was added morpholine N-oxide (953 mg of a 50% solution in H2O, 4.0 mmol, 2.0 eq.) and then OsO4 (1.3 g for a 4% OsO4 in H2O, 0.2 mmol, 0.1 eq). The mixture was allowed to stir at room temperature for 1 hour. The reaction mixture was then added to an aqueous solution of sodium thiosulfate and then extracted three times with EtOAc. The combined organics were dried over Na2SO4, concentrated, and subjected to silica gel chr... The reactants are CCCc1c(Cc2ccc(-c3ccccc3C#N)cc2)c(=O)n(CC(=O)OC(C)(C)C)c2ncnn12, Cc1ccccc1, O=C(O)C(F)(F)F. The product is CCCc1c(Cc2ccc(-c3ccccc3C#N)cc2)c(=O)n(CC(=O)O)c2ncnn12. As a reaction SMILES: [C:1](#[N:2])[c:3]1[c:4](-[c:9]2[cH:10][cH:11][c:12]([CH2:15][c:16]3[c:17](=[O:36])[n:18]([CH2:28][C:29](=[O:30])[O:31][C:32]([CH3:33])([CH3:34])[CH3:35])[c:19]4[n:20]([c:21]3[CH2:22][CH2:23][CH3:24])[n:25][cH:26][n:27]4)[cH:13][cH:14]2)[cH:5][cH:6][cH:7][cH:8]1.[CH3:44][c:45]1[cH:46][cH:47][cH:48][cH:49][cH:50]1.[OH:37][C:38]([C:39]([F:40])([F:41])[F:42])=[O:43]>>[C:1](#[N:2])[c:3]1[c:4](-[c:9]2[cH:10][cH:11][c:12]([CH2:15][c:16]3[c:17](=[O:36])[n:18]([CH2:28][C:29](=[O:30])[OH:31])[c:19]4[n:20]([c:21]3[CH2:22][CH2:23][CH3:24])[n:25][cH:26][n:27]4)[cH:13][cH:14]2)[cH:5][cH:6][cH:7][cH:8]1. Starting materials: ClC=1N=CC=C2C1NC(=C2SC)C (7-chloro-2-methyl-3-methylsulfanyl-1H-pyrrolo[2,3-c]pyridine), C1NCCC2=CC=CC=C12 (1,2,3,4-tetrahydroisoquinoline). Run at temperature 140 celsius, time 8 hour. Product: CC1=C(C=2C(=C(N=CC2)N2CC3=CC=CC=C3CC2)N1)SC (2-(2-methyl-3-methylsulfanyl-1H-pyrrolo[2,3-c]pyridin-7-yl)-1,2,3,4-tetrahydroisoquinoline). Reaction SMILES: Cl[C:2]1[N:3]=[CH:4][CH:5]=[C:6]2[C:10]([S:11][CH3:12])=[C:9]([CH3:13])[NH:8][C:7]=12.[CH2:14]1[C:23]2[C:18](=[CH:19][CH:20]=[CH:21][CH:22]=2)[CH2:17][CH2:16][NH:15]1>>[CH3:13][C:9]1[NH:8][C:7]2=[C:2]([N:15]3[CH2:16][CH2:17][C:18]4[C:23](=[CH:22][CH:21]=[CH:20][CH:19]=4)[CH2:14]3)[N:3]=[CH:4][CH:5]=[C:6]2[C:10]=1[S:11][CH3:12]. Reported procedure: 7-Chloro-2-methyl-3-methylsulfanyl-1H-pyrrolo[2,3-c]pyridine (418 mg) prepared in Step 1 was added to 1,2,3,4-tetrahydroisoquinoline (3 ml). The reaction mixture was stirred overnight at 140° C., cooled to room temperature, and then purified with silica gel column chromatography to give 440 mg of the titled compound as pale yellow oil. As a reaction SMILES: [Br:20][CH2:21][CH2:22][CH2:23][CH2:24][CH2:25][CH2:26][O:27][c:28]1[cH:29][cH:30][c:31]([C:34]2=[N:38][CH2:37][CH2:36][O:35]2)[cH:32][cH:33]1.[CH2:8]([Li:9])[CH2:10][CH2:11][CH3:12].[CH3:13][c:14]1[n:15][o:16][c:17]([CH3:19])[cH:18]1.[CH:1]([NH:2][CH:3]([CH3:4])[CH3:5])([CH3:6])[CH3:7].[O:39]1[CH2:40][CH2:41][CH2:42][CH2:43]1>>[CH3:13][c:14]1[n:15][o:16][c:17]([CH2:19][CH2:21][CH2:22][CH2:23][CH2:24][CH2:25][CH2:26][O:27][c:28]2[cH:29][cH:30][c:31]([C:34]3=[N:38][CH2:37][CH2:36][O:35]3)[cH:32][cH:33]2)[cH:18]1. The reactants are BrCCCCCCOc1ccc(C2=NCCO2)cc1, [Li]CCCC, Cc1cc(C)on1, CC(C)NC(C)C, C1CCOC1. Yields the product Cc1cc(CCCCCCCOc2ccc(C3=NCCO3)cc2)on1. Reactants: C(CCCC)[C@@H]1CC[C@H](CC1)/C=C/CO ((E)-3-(trans-4-pentylcyclohexyl)allyl alcohol), COC1=CC=C(C=C1)O (4-methoxyphenol), N(=NC(=O)OCC)C(=O)OCC (diethyl azodicarboxylate), C1(=CC=CC=C1)P(C1=CC=CC=C1)C1=CC=CC=C1 (triphenylphosphine). Run in O1CCCC1 (tetrahydrofuran). Conditions: time 8 hour. Yields the product C(CCCC)[C@@H]1CC[C@H](CC1)/C=C/COC1=CC=C(C=C1)OC (4-methoxyphenyl (E)-3-(trans-4-pentylcyclohexyl)allyl ether). RXN SMILES: [CH2:1]([C@H:6]1[CH2:11][CH2:10][C@H:9](/[CH:12]=[CH:13]/[CH2:14][OH:15])[CH2:8][CH2:7]1)[CH2:2][CH2:3][CH2:4][CH3:5].[CH3:16][O:17][C:18]1[CH:23]=[CH:22][C:21](O)=[CH:20][CH:19]=1.N(C(OCC)=O)=NC(OCC)=O.C1(P(C2C=CC=CC=2)C2C=CC=CC=2)C=CC=CC=1>O1CCCC1>[CH2:1]([C@H:6]1[CH2:11][CH2:10][C@H:9](/[CH:12]=[CH:13]/[CH2:14][O:15][C:21]2[CH:22]=[CH:23][C:18]([O:17][CH3:16])=[CH:19][CH:20]=2)[CH2:8][CH2:7]1)[CH2:2][CH2:3][CH2:4][CH3:5]. Procedure: A mixture of 0.5 g of (E)-3-(trans-4-pentylcyclohexyl)allyl alcohol, 0.3 g of 4-methoxyphenol, 0.4 g of diethyl azodicarboxylate, 0.6 g of triphenylphosphine and 25 ml of absolute tetrahydrofuran was stirred at room temperature overnight and then concentrated. The residue was suspended with 50 ml of hot hexane and filtered. The filtrate was concentrated. Chromatography of the residue on silica gel with toluene/hexane (vol. 1:1) and recrystallization from methanol gave pure 4-methoxyphenyl (E)-3-... The reactants are N1=CC(=CC2=CC=CC=C12)NC(CCC1=CC(=C(C=C1)N)N)=O (N-(3-quinolyl)-3-(3,4-diaminophenyl)propionamide), Cl (hydrogen chloride). The solvent is CO (methanol), O1CCOCC1 (dioxane). The product is Cl.N1=CC(=CC2=CC=CC=C12)NC(CCC1=CC(=C(C=C1)N)N)=O (N-(3-Quinolyl)-3-(3,4-diaminophenyl)propionamide hydrochloride). Reaction SMILES: [N:1]1[C:10]2[C:5](=[CH:6][CH:7]=[CH:8][CH:9]=2)[CH:4]=[C:3]([NH:11][C:12](=[O:23])[CH2:13][CH2:14][C:15]2[CH:20]=[CH:19][C:18]([NH2:21])=[C:17]([NH2:22])[CH:16]=2)[CH:2]=1.[ClH:24]>CO.O1CCOCC1>[ClH:24].[N:1]1[C:10]2[C:5](=[CH:6][CH:7]=[CH:8][CH:9]=2)[CH:4]=[C:3]([NH:11][C:12](=[O:23])[CH2:13][CH2:14][C:15]2[CH:20]=[CH:19][C:18]([NH2:21])=[C:17]([NH2:22])[CH:16]=2)[CH:2]=1 |f:4.5|. Reported procedure: To a solution of 1 g of N-(3-quinolyl)-3-(3,4-diaminophenyl)propionamide (prepared as described in Example 34) in 20 ml of methanol were added 5 ml of 4N hydrogen chloride in dioxane with ice-cooling, and the solvent was distilled off. The residue was recrystallized from a mixture of methanol and ether to afford 0.7 g of the desired compound, melting at 246°-247° C. Reactants: [N+](=[N-])=C(C(C)=O)P(OC)(OC)=O (dimethyl (1-diazo-2-oxopropyl)phosphonate), aldehyde, C(=O)([O-])[O-].[K+].[K+] (K2CO3), FC=1C=C(C=O)C=CC1F (3,4-Difluorobenzaldehyde), CC=1N=CNC1 (4-methylimidazole), C(=O)([O-])[O-].[K+].[K+] (K2CO3), powder. The solvent is CO (MeOH), O (water), CO (MeOH), CN(C)C=O (DMF), CCO (EtOH). Reaction conditions: temperature 100 celsius, time 8 hour. The product is C(#C)C1=CC(=C(C=C1)N1C=NC(=C1)C)F (1-(4-Ethynyl-2-fluorophenyl)-4-methyl-1H-imidazole). RXN SMILES: [F:1][C:2]1[CH:3]=[C:4]([CH:7]=[CH:8][C:9]=1F)[CH:5]=O.[CH3:11][C:12]1[N:13]=[CH:14][NH:15][CH:16]=1.[C:17]([O-])([O-])=O.[K+].[K+].[N+](=C(P(=O)(OC)OC)C(=O)C)=[N-]>CN(C=O)C.CO.O.CCO>[C:5]([C:4]1[CH:7]=[CH:8][C:9]([N:15]2[CH:16]=[C:12]([CH3:11])[N:13]=[CH:14]2)=[C:2]([F:1])[CH:3]=1)#[CH:17] |f:2.3.4|. Procedure details: 3,4-Difluorobenzaldehyde (4.82 g, 33.9 mmol), 4-methylimidazole (5.57 g, 67.8 mmol), and K2CO3 (7.03 g, 50.9 mmol) were dissolved in 35 ml of DMF and stirred at 100° C. overnight. Cooled to room temperature and DMF removed in vacuo. The concentrated mass was taken up in EtOAc and water. Layers were separated and the aqueous layer was extracted twice with EtOAc. The organic extracts were combined, dried (Na2SO4), and concentrated. Chromatography on SiO2 (0-75% EtOAc/CH2Cl2) gave a cream-colored s...